The task is: describe an organic reaction: reactants, conditions, products, and yield. This data is from the Open Reaction Database (ORD), a public repository of structured organic reaction records. Product: CC(C(=O)N1CCOCC1)N1CCC(N(CC(=O)O)S(=O)(=O)c2ccc3cc(Cl)ccc3c2)C1=O. The reactants are C1CCOC1, COC(=O)CN(C1CCN(C(C)C(=O)N2CCOCC2)C1=O)S(=O)(=O)c1ccc2cc(Cl)ccc2c1, Cl, [Li+], [OH-], O. RXN SMILES: [CH2:40]1[O:41][CH2:42][CH2:43][CH2:44]1.[Cl:1][c:2]1[cH:3][c:4]2[cH:5][cH:6][c:7]([S:12](=[O:13])(=[O:14])[N:15]([CH2:16][C:17](=[O:18])[O:19][CH3:20])[CH:21]3[C:22](=[O:36])[N:23]([CH:26]([C:27](=[O:28])[N:29]4[CH2:30][CH2:31][O:32][CH2:33][CH2:34]4)[CH3:35])[CH2:24][CH2:25]3)[cH:8][c:9]2[cH:10][cH:11]1.[ClH:39].[Li+:37].[OH-:38].[OH2:45]>>[Cl:1][c:2]1[cH:3][c:4]2[cH:5][cH:6][c:7]([S:12](=[O:13])(=[O:14])[N:15]([CH2:16][C:17](=[O:18])[OH:19])[CH:21]3[C:22](=[O:36])[N:23]([CH:26]([C:27](=[O:28])[N:29]4[CH2:30][CH2:31][O:32][CH2:33][CH2:34]4)[CH3:35])[CH2:24][CH2:25]3)[cH:8][c:9]2[cH:10][cH:11]1. The reactants are Cl (hydrochloric acid), CS(=O)(=O)Cl (methanesulfonyl chloride), ice water, C1(CCCCC1)OC1=C(N)C=CC=C1 (2-cyclohexyloxyaniline). Run in N1=CC=CC=C1 (pyridine). Yields the product C1(CCCCC1)OC1=C(C=CC=C1)NS(=O)(=O)C (N-(2-cyclohexyloxyphenyl)methanesulfonamide). Isolated yield 89.4%. RXN SMILES: [CH:1]1([O:7][C:8]2[CH:14]=[CH:13][CH:12]=[CH:11][C:9]=2[NH2:10])[CH2:6][CH2:5][CH2:4][CH2:3][CH2:2]1.[CH3:15][S:16](Cl)(=[O:18])=[O:17].Cl>N1C=CC=CC=1>[CH:1]1([O:7][C:8]2[CH:14]=[CH:13][CH:12]=[CH:11][C:9]=2[NH:10][S:16]([CH3:15])(=[O:18])=[O:17])[CH2:6][CH2:5][CH2:4][CH2:3][CH2:2]1. Procedure details: To 20 ml of a pyridine solution containing 2.7 g of 2-cyclohexyloxyaniline was added dropwise 1.8 g of methanesulfonyl chloride under ice cooling with stirring. After completion of the addition, the mixture was stirred at room temperature for 2 hours. The reaction solution was poured into ice water and made acidic with dilute hydrochloric acid. The crystals which formed were collected by filtration, washed with water and dried to give 3.8 g of the crude crystals, which were then recrystallized f... Reactants: C(C1=CC=CC=C1)N(S(=O)(=O)C1=C(C=CC=C1)[N+](=O)[O-])CCC(C(OC)OC)O (N-benzyl-N-(3-hydroxy-4,4-dimethoxybutyl)-2-nitrobenzenesulfonamide), Cl (hydrochloric acid). Run in C(CC)O (1-Propanol). Reaction conditions: temperature 90 celsius. The product is C(C1=CC=CC=C1)N(S(=O)(=O)C1=C(C=CC=C1)[N+](=O)[O-])CCC(CO)=O (N-benzyl-N-(4-hydroxy-3-oxobutyl)-2-nitrobenzenesulfonamide). Yield: 45.0%. RXN SMILES: [CH2:1]([N:8]([CH2:21][CH2:22][CH:23]([OH:29])[CH:24](OC)[O:25]C)[S:9]([C:12]1[CH:17]=[CH:16][CH:15]=[CH:14][C:13]=1[N+:18]([O-:20])=[O:19])(=[O:11])=[O:10])[C:2]1[CH:7]=[CH:6][CH:5]=[CH:4][CH:3]=1.Cl>C(O)CC>[CH2:1]([N:8]([CH2:21][CH2:22][C:23](=[O:29])[CH2:24][OH:25])[S:9]([C:12]1[CH:17]=[CH:16][CH:15]=[CH:14][C:13]=1[N+:18]([O-:20])=[O:19])(=[O:10])=[O:11])[C:2]1[CH:3]=[CH:4][CH:5]=[CH:6][CH:7]=1. Procedure: To a solution of N-benzyl-N-(3-hydroxy-4,4-dimethoxybutyl)-2-nitrobenzenesulfonamide (0.212 g, 0.5 mmol) in 1-Propanol (1.5 ml) was added 37% hydrochloric acid (0.104 ml, 1.250 mmol) and the mixture was stirred at 90° C. in a weaton vial. Cooled, evaporated to dryness under vacuum, applied on a column in petroleum ether-ethyl acetate mixture 1:1, eluted with the same system. Fractions collected to give N-benzyl-N-(4-hydroxy-3-oxobutyl)-2-nitrobenzenesulfonamide (0.085 g, 0.225 mmol, 44.9% yield)... Starting materials: [BH3-]OC(C)=O, CO, ClCCl, COc1ccc2ncc(=O)n(CCN3CCC(N)CC3)c2n1, [Na+], O=Cc1cc2c(cn1)OCCO2. Yields the product COc1ccc2ncc(=O)n(CCN3CCC(NCc4cc5c(cn4)OCCO5)CC3)c2n1. As a reaction SMILES: [C:35]([O:36][BH3-:37])(=[O:38])[CH3:39].[CH3:41][OH:42].[Cl:43][CH2:44][Cl:45].[NH2:1][CH:2]1[CH2:3][CH2:4][N:5]([CH2:8][CH2:9][n:10]2[c:11]3[c:12]([n:13][cH:14][c:15]2=[O:16])[cH:17][cH:18][c:19]([O:21][CH3:22])[n:20]3)[CH2:6][CH2:7]1.[Na+:40].[O:23]1[CH2:24][CH2:25][O:26][c:27]2[cH:28][n:29][c:30]([CH:33]=[O:34])[cH:31][c:32]21>>[NH:1]([CH:2]1[CH2:3][CH2:4][N:5]([CH2:8][CH2:9][n:10]2[c:11]3[c:12]([n:13][cH:14][c:15]2=[O:16])[cH:17][cH:18][c:19]([O:21][CH3:22])[n:20]3)[CH2:6][CH2:7]1)[CH2:33][c:30]1[n:29][cH:28][c:27]2[c:32]([cH:31]1)[O:23][CH2:24][CH2:25][O:26]2. Reaction SMILES: [CH2:1]([CH3:2])[O:3][c:4]1[c:5]([F:16])[c:6]2[c:7]([F:15])[c:8]([F:14])[cH:9][cH:10][c:11]2[cH:12][cH:13]1.[CH2:23]([Li:24])[CH2:25][CH2:26][CH3:27].[CH2:28]([CH2:29][CH2:30][CH3:31])[CH:32]1[CH2:33][CH2:34][CH:35]([CH:38]2[CH2:39][CH2:40][CH:41]([CH2:44][CH:45]=[O:46])[CH2:42][CH2:43]2)[CH2:36][CH2:37]1.[CH3:17][CH2:18][CH2:19][CH2:20][CH2:21][CH3:22].[ClH:47].[O:48]1[CH2:49][CH2:50][CH2:51][CH2:52]1>>[CH2:1]([CH3:2])[O:3][c:4]1[c:5]([F:16])[c:6]2[c:7]([F:15])[c:8]([F:14])[c:9]([CH:45]([CH2:44][CH:41]3[CH2:40][CH2:39][CH:38]([CH:35]4[CH2:34][CH2:33][CH:32]([CH2:28][CH2:29][CH2:30][CH3:31])[CH2:37][CH2:36]4)[CH2:43][CH2:42]3)[OH:46])[cH:10][c:11]2[cH:12][cH:13]1. The reactants are CCOc1ccc2ccc(F)c(F)c2c1F, [Li]CCCC, CCCCC1CCC(C2CCC(CC=O)CC2)CC1, CCCCCC, Cl, C1CCOC1. Product: CCCCC1CCC(C2CCC(CC(O)c3cc4ccc(OCC)c(F)c4c(F)c3F)CC2)CC1. The reactants are COC(=O)C[C@H](CC(C=CCCC=1C=CC2=C(N(CCCC2)C(=O)OC(C)(C)C)N1)=O)C=1C=NC(=NC1)OC (tert-Butyl 2-[(7S)-8-methoxycarbonyl-7-(2-methoxypyrimidin-5-yl)-5-oxo-3-octenyl]-5,6,7,8-tetrahydropyrido[2,3-b]azepine-9-carboxylate). Reported procedure: The solution of the enone intermediate of Example 9 in isopropanol was charged to a hydrogenation vessel under an atmosphere of nitrogen. A slurry of wet (58 wt % water) palladium on carbon catalyst (1.27 kg) in isopropanol (10 L) was added, washing with further isopropanol (15 L). After degassing the resulting reaction mixture was hydrogenated at 2.8 bar for 2 hours. The catalyst was filtered and washed with isopropanol (4×15 L). The combined filtrates (88.0 kg) were concentrated under reduced ... As a reaction SMILES: [CH3:1][O:2][C:3]([CH2:5][C@@H:6]([C:32]1[CH:33]=[N:34][C:35]([O:38][CH3:39])=[N:36][CH:37]=1)[CH2:7][C:8](=[O:31])[CH:9]=[CH:10][CH2:11][CH2:12][C:13]1[CH:14]=[CH:15][C:16]2[CH2:22][CH2:21][CH2:20][CH2:19][N:18]([C:23]([O:25][C:26]([CH3:29])([CH3:28])[CH3:27])=[O:24])[C:17]=2[N:30]=1)=[O:4]>C(O)(C)C.[Pd]>[CH3:1][O:2][C:3]([CH2:5][C@@H:6]([C:32]1[CH:33]=[N:34][C:35]([O:38][CH3:39])=[N:36][CH:37]=1)[CH2:7][C:8](=[O:31])[CH2:9][CH2:10][CH2:11][CH2:12][C:13]1[CH:14]=[CH:15][C:16]2[CH2:22][CH2:21][CH2:20][CH2:19][N:18]([C:23]([O:25][C:26]([CH3:28])([CH3:29])[CH3:27])=[O:24])[C:17]=2[N:30]=1)=[O:4]. Reaction conditions: time 2 hour. Solvent: C(C)(C)O (isopropanol), C(C)(C)O (isopropanol). Yields the product COC(=O)C[C@H](CC(CCCCC=1C=CC2=C(N(CCCC2)C(=O)OC(C)(C)C)N1)=O)C=1C=NC(=NC1)OC (tert-Butyl 2-[(7S)-8-methoxycarbonyl-7-(2-methoxypyrimidin-5-yl)-5-oxooctyl]-5,6,7,8-tetrahydropyrido[2,3-b]azepine-9-carboxylate). Reagents/catalysts: [Pd] (palladium on carbon).